describe an organic reaction: reactants, conditions, products, and yield From a dataset of the Open Reaction Database (ORD), a public repository of structured organic reaction records. The reactants are C1N(CN(CN1[N+](=O)[O-])[N+](=O)[O-])[N+](=O)[O-] (RDX), C(CCCCCCC)C1(C2=CC=CC=C2C=2C=CC=CC12)CCCCCCCC (9,9-dioctylfluorene), C(CCCCCCC)C1(C2=CC=CC=C2C=2C=CC=CC12)CCCCCCCC (9,9-dioctylfluorene), C1(=CC=CC=C1)OC (anisole), C(C(CO[N+](=O)[O-])(CO[N+](=O)[O-])CO[N+](=O)[O-])O[N+](=O)[O-] (PETN), C(C(CO[N+](=O)[O-])(CO[N+](=O)[O-])CO[N+](=O)[O-])O[N+](=O)[O-] (PETN), C(CCCCCCC)C1(C2=CC=CC=C2C=2C=CC=CC12)CCCCCCCC (9,9-dioctylfluorene), C1N(CN(CN1[N+](=O)[O-])[N+](=O)[O-])[N+](=O)[O-] (RDX), COC1=C(C=CC=C1)OC (1,2-dimethoxybenzene). Solvent: C1CCOC1 (THF), C(C)#N (acetonitrile). The product is C1(=CC=CC=C1)OC (anisole), C1N(CN(CN1[N+](=O)[O-])[N+](=O)[O-])[N+](=O)[O-] (RDX), C(C(CO[N+](=O)[O-])(CO[N+](=O)[O-])CO[N+](=O)[O-])O[N+](=O)[O-] (PETN), [N+](=O)([O-])C1=CC=C(C=C1)OC (4-nitroanisole). The yield is 1.0%. Reaction SMILES: C(C1(CCCCCCCC)C2C=CC=CC=2C2C1=CC=CC=2)CCCCCCC.[C:30]1([O:36][CH3:37])[CH:35]=[CH:34][CH:33]=[CH:32][CH:31]=1.[CH3:38][O:39][C:40]1[CH:45]=[CH:44][CH:43]=[CH:42][C:41]=1OC.[CH2:48]1[N:53]([N+:54]([O-:56])=[O:55])[CH2:52][N:51]([N+:57]([O-:59])=[O:58])[CH2:50][N:49]1[N+:60]([O-:62])=[O:61].[CH2:63]([O:80][N+:81]([O-:83])=[O:82])[C:64]([CH2:75][O:76][N+:77]([O-:79])=[O:78])([CH2:70][O:71][N+:72]([O-:74])=[O:73])[CH2:65][O:66][N+:67]([O-:69])=[O:68]>C1COCC1.C(#N)C>[C:30]1([O:36][CH3:37])[CH:35]=[CH:34][CH:33]=[CH:32][CH:31]=1.[CH2:50]1[N:49]([N+:60]([O-:62])=[O:61])[CH2:48][N:53]([N+:54]([O-:56])=[O:55])[CH2:52][N:51]1[N+:57]([O-:59])=[O:58].[CH2:75]([O:76][N+:77]([O-:79])=[O:78])[C:64]([CH2:65][O:66][N+:67]([O-:69])=[O:68])([CH2:63][O:80][N+:81]([O-:83])=[O:82])[CH2:70][O:71][N+:72]([O-:74])=[O:73].[N+:54]([C:43]1[CH:44]=[CH:45][C:40]([O:39][CH3:38])=[CH:41][CH:42]=1)([O-:56])=[O:55]. Procedure: To probe the scope of the photonitration reaction, the nitration of 9,9-dioctylfluorene, anisole and 1,2-dimethoxybenzene by RDX and PETN was investigated. Extended photolysis (5 h) of a mixture of 9,9-dioctylfluorene and either RDX or PETN in 1:1 acetonitrile:THF at either 254, 313, 334, or 356 nm did not generate any observable products and 9,9-dioctylfluorene was recovered in ca. 90% yield. Photolysis of anisole with RDX or PETN yielded only trace amounts of 4-nitroanisole (<1% GC yield) afte...